This data is from the Open Reaction Database (ORD), a public repository of structured organic reaction records. The task is: describe an organic reaction: reactants, conditions, products, and yield Reactants: FC1=C(C=C(C=C1)F)C1=NN(C2=C1CN(CC2)C)C(=O)N[C@H](C(=O)O)C(C)(C)C ((S)-2-(3-(2,5-difluorophenyl)-5-methyl-4,5,6,7-tetrahydro-1H-pyrazolo[4,3-c]pyridine-1-carboxamido)-3,3-dimethylbutanoic acid), C=O (formaldehyde). Yields the product FC1=C(C=C(C=C1)F)C1=NN(C2=C1CN(CC2)CC)C(=O)N[C@H](C(=O)O)C(C)(C)C ((S)-2-(3-(2,5-difluorophenyl)-5-ethyl-4,5,6,7-tetrahydro-1H-pyrazolo[4,3-c]pyridine-1-carboxamido)-3,3-dimethylbutanoic acid). Reaction SMILES: [F:1][C:2]1[CH:7]=[CH:6][C:5]([F:8])=[CH:4][C:3]=1[C:9]1[C:13]2[CH2:14][N:15]([CH3:18])[CH2:16][CH2:17][C:12]=2[N:11]([C:19]([NH:21][C@@H:22]([C:26]([CH3:29])([CH3:28])[CH3:27])[C:23]([OH:25])=[O:24])=[O:20])[N:10]=1.[CH2:30]=O>>[F:1][C:2]1[CH:7]=[CH:6][C:5]([F:8])=[CH:4][C:3]=1[C:9]1[C:13]2[CH2:14][N:15]([CH2:18][CH3:30])[CH2:16][CH2:17][C:12]=2[N:11]([C:19]([NH:21][C@@H:22]([C:26]([CH3:29])([CH3:28])[CH3:27])[C:23]([OH:25])=[O:24])=[O:20])[N:10]=1. Procedure: Compound 82 was prepared according to the procedure described for the synthesis of compound 81 by replacing formaldehyde with acetadehyde. LCMS (+ESI) m/z=421.2 [M+H]+. Reactants: COC=1C(=C(C=CC1)C=NCCC1=CC=CC=C1)OCCCN1CCOCC1 (N-[[3-Methoxy-2-[3-(4-morpholinyl)propoxy]phenyl]methylene]benzeneethanamine), [BH4-].[Na+] (sodium borohydride). Run in CO (methanol). Yields the product COC=1C(=C(C=CC1)CNCCC1=CC=CC=C1)OCCCN1CCOCC1 (N-[[3-Methoxy-2-[3-(4-morpholinyl)propoxy]phenyl]methyl]benzeneethanamine). Isolated yield 80.5%. RXN SMILES: [CH3:1][O:2][C:3]1[C:4]([O:19][CH2:20][CH2:21][CH2:22][N:23]2[CH2:28][CH2:27][O:26][CH2:25][CH2:24]2)=[C:5]([CH:9]=[N:10][CH2:11][CH2:12][C:13]2[CH:18]=[CH:17][CH:16]=[CH:15][CH:14]=2)[CH:6]=[CH:7][CH:8]=1.[BH4-].[Na+]>CO>[CH3:1][O:2][C:3]1[C:4]([O:19][CH2:20][CH2:21][CH2:22][N:23]2[CH2:24][CH2:25][O:26][CH2:27][CH2:28]2)=[C:5]([CH2:9][NH:10][CH2:11][CH2:12][C:13]2[CH:18]=[CH:17][CH:16]=[CH:15][CH:14]=2)[CH:6]=[CH:7][CH:8]=1 |f:1.2|. Procedure details: N-[[3-Methoxy-2-[3-(4-morpholinyl)propoxy]phenyl]methylene]benzeneethanamine (49.7 g) is reduced with 14.8 g of sodium borohydride in 225 ml of methanol following the procedure described in Example 1C, yielding 40.2 g of the title compound, boiling point 0.2-0.3 mm of Hg.